This data is from the Open Reaction Database (ORD), a public repository of structured organic reaction records. The task is: describe an organic reaction: reactants, conditions, products, and yield Reactants: N[C@@H]1[C@H](NC1=O)CC(=CC(=O)OC)OC (methyl 4-[(2R,3R)-3-amino-4-oxoazetidin-2-yl]-3-methoxybut-2-enoate), C(=O)OC(C)=O (acetic formic anhydride). RXN SMILES: [NH2:1][C@H:2]1[C:5](=[O:6])[NH:4][C@@H:3]1[CH2:7][C:8]([O:14][CH3:15])=[CH:9][C:10]([O:12][CH3:13])=[O:11].[CH:16](OC(=O)C)=[O:17]>>[CH:16]([NH:1][C@H:2]1[C:5](=[O:6])[NH:4][C@@H:3]1[CH2:7][C:8]([O:14][CH3:15])=[CH:9][C:10]([O:12][CH3:13])=[O:11])=[O:17]. Procedure details: A solution of methyl 4-[(2R,3R)-3-amino-4-oxoazetidin-2-yl]-3-methoxybut-2-enoate [(E,Z)-isomeric mixture] (145 mg) in acetic formic anhydride (1 ml) was stirred at 5° C. for one hour. The resultant solution was evaporated in vacuo, and the residue was chromatographed on silica gel (2.5 g) eluting with 3 to 5% methanol in dichloromethane to give methyl 4-[(2R,3R)-3-formamido-4-oxoazetidin-2-yl]-3-methoxybut-2-enoate [(E,Z)-isomeric mixture] (133 mg) as an amorphous solid. The product is C(=O)N[C@@H]1[C@H](NC1=O)CC(=CC(=O)OC)OC (methyl 4-[(2R,3R)-3-formamido-4-oxoazetidin-2-yl]-3-methoxybut-2-enoate). Starting materials: FC1=CC(=C(C=C1)[N+](=O)[O-])OC (1-fluoro-3-methoxy-4-nitrobenzene), FC=1C=CC(=C(C1)O)[N+](=O)[O-] (5-fluoro-2-nitrophenol), CI (methyl iodide). Yields the product FC=1C=CC(=C(N)C1)OC (5-fluoro-2-methoxyaniline). Isolated yield 98.0%. RXN SMILES: F[C:2]1[CH:7]=[CH:6][C:5]([N+:8]([O-])=O)=[C:4]([O:11][CH3:12])[CH:3]=1.[F:13]C1C=CC([N+]([O-])=O)=C(O)C=1.CI>>[F:13][C:7]1[CH:2]=[CH:3][C:4]([O:11][CH3:12])=[C:5]([CH:6]=1)[NH2:8]. Procedure: Reduction of 1-fluoro-3-methoxy-4-nitrobenzene (0.11 mol) (prepared by methylation of 5-fluoro-2-nitrophenol with methyl iodide was carried out according to Step (b) of Example XII to provide 14.8 g (98% yield) of 5-fluoro-2-methoxyaniline used without further purification. Starting materials: C(C)OC(C=CC1=CC=C(C=C1)CNC(C1=CC=C(C=C1)N1CCCC1)=O)=O (3-{4-[(4-Pyrrolidin-1-ylbenzoylamino)methyl]phenyl}acrylic acid ethyl ester), N1=CC(=CC=C1)COC(NCC1=CC=C(C=C1)CO)=O ((4-Hydroxymethylbenzyl)carbamic acid pyridin-3-ylmethyl ester). Product: COC(C=CC1=CC=C(C=C1)CNC(=O)OCC=1C=NC=CC1)=O (3-{4-[(pyridin-3-ylmethoxycarbonylamino)methyl]phenyl}acrylic acid methyl ester). Yield: 75.0%. Reaction SMILES: [CH2:1]([O:3][C:4](=[O:28])[CH:5]=CC1C=CC(CNC(=O)C2C=CC(N3CCCC3)=CC=2)=CC=1)C.[N:29]1[CH:34]=[CH:33][CH:32]=[C:31]([CH2:35][O:36][C:37](=[O:48])[NH:38][CH2:39][C:40]2[CH:45]=[CH:44][C:43]([CH2:46]O)=[CH:42][CH:41]=2)[CH:30]=1>>[CH3:1][O:3][C:4](=[O:28])[CH:5]=[CH:46][C:43]1[CH:44]=[CH:45][C:40]([CH2:39][NH:38][C:37]([O:36][CH2:35][C:31]2[CH:30]=[N:29][CH:34]=[CH:33][CH:32]=2)=[O:48])=[CH:41][CH:42]=1. Procedure details: The titled compound was prepared as described in the process (5-2) using the compound from the process (8-1). Starting materials: BrCCCCN1CS(C2(C1)CCCCC2)=O (3-(4-bromobutyl)-1-thia-3-azaspiro[4.5]decanone), ClC1=CC2=C(C(=NS2)N2CCNCC2)C=C1 (6-chloro-1,2-benzisothiazol-3-yl piperazine), C(=O)([O-])[O-].[K+].[K+] (K2CO3), [Na+].[I-] (NaI). The solvent is C(C)#N (acetonitrile). Conditions: temperature 80 celsius. Yields the product Cl.ClC1=CC2=C(C(=NS2)N2CCN(CC2)CCCCN2CSC3(C2=O)CCCCC3)C=C1 (3-[4-[1-(6-Chloro-1,2-benzisothiazol-3-yl)-4-piperazinyl]-butyl]-1-thia-3-azaspiro[4.5]decan-4-one hydrochloride). Yield: 76.6%. RXN SMILES: Br[CH2:2][CH2:3][CH2:4][CH2:5][N:6]1[CH2:10][C:9]2([CH2:15][CH2:14][CH2:13][CH2:12][CH2:11]2)[S:8](=O)[CH2:7]1.[Cl:17][C:18]1[CH:32]=[CH:31][C:21]2[C:22]([N:25]3[CH2:30][CH2:29][NH:28][CH2:27][CH2:26]3)=[N:23][S:24][C:20]=2[CH:19]=1.C([O-])([O-])=[O:34].[K+].[K+].[Na+].[I-]>C(#N)C>[ClH:17].[Cl:17][C:18]1[CH:32]=[CH:31][C:21]2[C:22]([N:25]3[CH2:30][CH2:29][N:28]([CH2:2][CH2:3][CH2:4][CH2:5][N:6]4[C:10](=[O:34])[C:9]5([CH2:15][CH2:14][CH2:13][CH2:12][CH2:11]5)[S:8][CH2:7]4)[CH2:27][CH2:26]3)=[N:23][S:24][C:20]=2[CH:19]=1 |f:2.3.4,5.6,8.9|. Procedure: A mixture of 3-(4-bromobutyl)-1-thia-3-azaspiro[4.5]decanone (2.7 g), 6-chloro-1,2-benzisothiazol-3-yl piperazine (2.0 g), K2CO3 (2.2 g) and NaI (200 mg) in acetonitrile (100 ml) was heated at 80° C. for 8 hours and the product was processed in substantially the same manner as in Example 10 to afford 1.557 g of solid, m.p. 202°-205° C.